This data is from the Open Reaction Database (ORD), a public repository of structured organic reaction records. The task is: describe an organic reaction: reactants, conditions, products, and yield Reactants: CCn1cnc(CCN)c1, CCc1cnn(C2CC(n3cnc4c(NCC(c5ccccc5)c5ccccc5)nc(Cl)nc43)C(O)C2O)c1, O=C(O)C(F)(F)F, OCc1cnn(C2CC(n3cnc4c(NCC(c5ccccc5)c5ccccc5)nc(NCCN5CCCCC5)nc43)C(O)C2O)c1. Yields the product O=C(O)C(F)(F)F, CCc1cnn(C2CC(n3cnc4c(NCC(c5ccccc5)c5ccccc5)nc(NCCc5cn(CC)cn5)nc43)C(O)C2O)c1. As a reaction SMILES: [CH2:94]([CH3:95])[n:96]1[cH:97][n:98][c:99]([CH2:101][CH2:102][NH2:103])[cH:100]1.[Cl:1][c:2]1[n:3][c:4]([NH:25][CH2:26][CH:27]([c:28]2[cH:29][cH:30][cH:31][cH:32][cH:33]2)[c:34]2[cH:35][cH:36][cH:37][cH:38][cH:39]2)[c:5]2[n:6][cH:7][n:8]([CH:11]3[CH:12]([OH:24])[CH:13]([OH:23])[CH:14]([n:16]4[n:17][cH:18][c:19]([CH2:21][CH3:22])[cH:20]4)[CH2:15]3)[c:9]2[n:10]1.[F:40][C:41]([C:42](=[O:43])[OH:44])([F:45])[F:46].[c:47]1([CH:48]([c:49]2[cH:50][cH:51][cH:52][cH:53][cH:54]2)[CH2:55][NH:56][c:57]2[n:58][c:59]([NH:60][CH2:61][CH2:62][N:63]3[CH2:64][CH2:65][CH2:66][CH2:67][CH2:68]3)[n:69][c:70]3[c:71]2[n:72][cH:73][n:74]3[CH:75]2[CH2:76][CH:77]([n:78]3[cH:79][c:80]([CH2:81][OH:82])[cH:83][n:84]3)[CH:85]([OH:86])[CH:87]2[OH:88])[cH:89][cH:90][cH:91][cH:92][cH:93]1>>[F:40][C:41]([C:42](=[O:43])[OH:44])([F:45])[F:46].[c:2]1([NH:103][CH2:102][CH2:101][c:99]2[n:98][cH:97][n:96]([CH2:94][CH3:95])[cH:100]2)[n:3][c:4]([NH:25][CH2:26][CH:27]([c:28]2[cH:29][cH:30][cH:31][cH:32][cH:33]2)[c:34]2[cH:35][cH:36][cH:37][cH:38][cH:39]2)[c:5]2[n:6][cH:7][n:8]([CH:11]3[CH:12]([OH:24])[CH:13]([OH:23])[CH:14]([n:16]4[n:17][cH:18][c:19]([CH2:21][CH3:22])[cH:20]4)[CH2:15]3)[c:9]2[n:10]1.